From a dataset of the Open Reaction Database (ORD), a public repository of structured organic reaction records. describe an organic reaction: reactants, conditions, products, and yield Reactants: FC(C=O)C1=CC=CC=C1 (2-fluoro-2-phenylacetaldehyde), CC(C)(C)[S@@](=O)N ((R)-2-methylpropane-2-sulfinamide). The reagents and catalysts are [Cu](Cl)Cl (copper(II) chloride). Solvent: C(Cl)Cl (DCM). Run at temperature 23 celsius, time 2 minute. Product: FC(\C=N\[S@](=O)C(C)(C)C)C1=CC=CC=C1 ((R,E)-N-(2-fluoro-2-phenylethylidene)-2-methylpropane-2-sulfinamide). Yield: 30.1%. Reaction SMILES: [F:1][CH:2]([C:5]1[CH:10]=[CH:9][CH:8]=[CH:7][CH:6]=1)[CH:3]=O.[CH3:11][C:12]([S@:15]([NH2:17])=[O:16])([CH3:14])[CH3:13]>[Cu](Cl)Cl.C(Cl)Cl>[F:1][CH:2]([C:5]1[CH:10]=[CH:9][CH:8]=[CH:7][CH:6]=1)/[CH:3]=[N:17]/[S@@:15]([C:12]([CH3:14])([CH3:13])[CH3:11])=[O:16]. Procedure details: To a 500 mL RBF containing 2-fluoro-2-phenylacetaldehyde (320.00 mg, 2316.5 μmol) was added DCM (10 mL) and the mixture was allowed to stir at 23° C. for 2 min. At this time, (R)-2-methylpropane-2-sulfinamide (364.99 mg, 3011.5 μmol) was added in one portion to the mixture followed by copper(II) chloride (856.51 mg, 6370.4 μmol) at 5:30 pm. The reaction was allowed to stir overnight and then filtered through a plug of celite over silica gel. The solvent was removed and the crude residue was puri... The reactants are Cl.COC=1C=C(C=NC1OCC(F)(F)F)C(C)N (1-(5-methoxy-6-(2,2,2-trifluoroethoxy)pyridin-3-yl)ethanamine hydrochloride), NC1=NC=CC(=N1)C(=O)O (2-aminopyrimidine-4-carboxylic acid). Yields the product NC1=NC=CC(=N1)C(=O)NC(C)C=1C=NC(=C(C1)OC)OCC(F)(F)F (2-amino-N-(1-(5-methoxy-6-(2,2,2-trifluoroethoxy)pyridin-3-yl)ethyl)pyrimidine-4-carboxamide). The yield is 51.0%. Reaction SMILES: Cl.[CH3:2][O:3][C:4]1[CH:5]=[C:6]([CH:16]([NH2:18])[CH3:17])[CH:7]=[N:8][C:9]=1[O:10][CH2:11][C:12]([F:15])([F:14])[F:13].[NH2:19][C:20]1[N:25]=[C:24]([C:26](O)=[O:27])[CH:23]=[CH:22][N:21]=1>>[NH2:19][C:20]1[N:25]=[C:24]([C:26]([NH:18][CH:16]([C:6]2[CH:7]=[N:8][C:9]([O:10][CH2:11][C:12]([F:13])([F:14])[F:15])=[C:4]([O:3][CH3:2])[CH:5]=2)[CH3:17])=[O:27])[CH:23]=[CH:22][N:21]=1 |f:0.1|. Procedure details: The title compound is prepared in 51% yield (95 mg, a white solid) from 1-(5-methoxy-6-(2,2,2-trifluoroethoxy)pyridin-3-yl)ethanamine hydrochloride (144 mg, 0.50 mmol, Amine-22, single enantiomer) and 2-aminopyrimidine-4-carboxylic acid (70 mg, 0.50 mmol) by the similar manner in Step-1 of Example 8.